From a dataset of the Open Reaction Database (ORD), a public repository of structured organic reaction records. describe an organic reaction: reactants, conditions, products, and yield The reactants are BrC1=C(OC(C(=O)OC)C)C=CC(=C1)Cl (methyl 2-(2-bromo-4-chlorophenoxy)propanoate), BrC1=C(OC(C(=O)OC)C)C=CC(=C1)Cl (methyl 2-(2-bromo-4-chlorophenoxy)propanoate), C(#C)C1=C(C=CC(=C1)S(=O)(=O)CCC)F (2-ethynyl-1-fluoro-4-(propane-1-sulfonyl)-benzene), C(#C)C1=C(C=CC(=C1)S(=O)(=O)CCC)F (2-ethynyl-1-fluoro-4-(propane-1-sulfonyl)-benzene), C1(=CC=CC=C1)P(C1=CC=CC=C1)C1=CC=CC=C1 (triphenylphosphine), cuprous iodide, solution, Cl (HCl). The reagents and catalysts are C1=CC=C(C=C1)P(C2=CC=CC=C2)C3=CC=CC=C3.C1=CC=C(C=C1)P(C2=CC=CC=C2)C3=CC=CC=C3.Cl[Pd]Cl (bis(triphenylphosphine)palladium (II) chloride). Run in TEA, O1CCOCC1 (dioxane), CCOC(=O)C (EtOAc), O (water), O1CCOCC1 (dioxane), O (water). Run at temperature 80 celsius. The product is ClC1=CC(=C(OC(C(=O)O)C)C=C1)C#CC1=C(C=CC(=C1)S(=O)(=O)CCC)F (2-(4-chloro-2-{[2-fluoro-5-(propylsulfonyl)phenyl]ethynyl}phenoxy)propanoic acid). Reaction SMILES: Br[C:2]1[CH:14]=[C:13]([Cl:15])[CH:12]=[CH:11][C:3]=1[O:4][CH:5]([CH3:10])[C:6]([O:8]C)=[O:7].[C:16]([C:18]1[CH:23]=[C:22]([S:24]([CH2:27][CH2:28][CH3:29])(=[O:26])=[O:25])[CH:21]=[CH:20][C:19]=1[F:30])#[CH:17].C1(P(C2C=CC=CC=2)C2C=CC=CC=2)C=CC=CC=1.Cl>CCOC(C)=O.O1CCOCC1.O.C1C=CC(P(C2C=CC=CC=2)C2C=CC=CC=2)=CC=1.C1C=CC(P(C2C=CC=CC=2)C2C=CC=CC=2)=CC=1.Cl[Pd]Cl>[Cl:15][C:13]1[CH:12]=[CH:11][C:3]([O:4][CH:5]([CH3:10])[C:6]([OH:8])=[O:7])=[C:2]([C:17]#[C:16][C:18]2[CH:23]=[C:22]([S:24]([CH2:27][CH2:28][CH3:29])(=[O:26])=[O:25])[CH:21]=[CH:20][C:19]=2[F:30])[CH:14]=1 |f:7.8.9|. Procedure details: A solution of methyl 2-(2-bromo-4-chlorophenoxy)propanoate (Intermediate 263 ; 130 mg; 0.44 mmol), 2-ethynyl-1-fluoro-4-(propane-1-sulfonyl)-benzene (Intermediate 109 ; 110 mg; 0.49 mmol), bis(triphenylphosphine)palladium (II) chloride (9.3 mg; 0.01 mmol), triphenylphosphine (23.2 mg; 0.09 mmol) and cuprous iodide (2.5 mg; 0.01 mmol) in TEA (985 μl) was degassed with nitrogen. The reaction mixture was heated overnight at 80° C., diluted with EtOAc and washed with sat. ammonium chloride solution ... The reactants are BrC=1C=C2C(=C(C=NC2=CC1)C(CCC)=O)NC1=CC=C(C=C1)CN(C)C (1-(6-bromo-4-((4-((dimethylamino)methyl)phenyl)amino)quinolin-3-yl)butan-1-one), ClC1=C(C(=CC(=C1)B1OC(C(O1)(C)C)(C)C)Cl)O (2,6-dichloro-4-(4,4,5,5-tetramethyl-1,3,2-dioxaborolan-2-yl)phenol). Yields the product ClC=1C=C(C=C(C1O)Cl)C=1C=C2C(=C(C=NC2=CC1)C(CCC)=O)NC1=CC=C(C=C1)CN(C)C (1-(6-(3,5-dichloro-4-hydroxyphenyl)-4-((4-((dimethylamino)methyl)phenyl)amino)quinolin-3-yl)butan-1-one). The yield is 42.9%. Reaction SMILES: Br[C:2]1[CH:3]=[C:4]2[C:9](=[CH:10][CH:11]=1)[N:8]=[CH:7][C:6]([C:12](=[O:16])[CH2:13][CH2:14][CH3:15])=[C:5]2[NH:17][C:18]1[CH:23]=[CH:22][C:21]([CH2:24][N:25]([CH3:27])[CH3:26])=[CH:20][CH:19]=1.[Cl:28][C:29]1[CH:34]=[C:33](B2OC(C)(C)C(C)(C)O2)[CH:32]=[C:31]([Cl:44])[C:30]=1[OH:45]>>[Cl:28][C:29]1[CH:34]=[C:33]([C:2]2[CH:3]=[C:4]3[C:9](=[CH:10][CH:11]=2)[N:8]=[CH:7][C:6]([C:12](=[O:16])[CH2:13][CH2:14][CH3:15])=[C:5]3[NH:17][C:18]2[CH:23]=[CH:22][C:21]([CH2:24][N:25]([CH3:26])[CH3:27])=[CH:20][CH:19]=2)[CH:32]=[C:31]([Cl:44])[C:30]=1[OH:45]. Procedure: Following general procedure D, 1-(6-bromo-4-((4-((dimethylamino)methyl)phenyl)amino)quinolin-3-yl)butan-1-one (43 mg, 0.10 mmol) was reacted with 2,6-dichloro-4-(4,4,5,5-tetramethyl-1,3,2-dioxaborolan-2-yl)phenol (47 mg, 0.16 mmol) to afford the desired product (21.8 mg, 43%) as a yellow solid. 1H NMR (500 MHz, MeOD) δ 9.12 (s, 1H), 7.97-7.87 (m, 2H), 7.73 (d, J=1.8 Hz, 1H), 7.46-7.39 (m, 2H), 7.26-7.19 (m, 2H), 7.10 (s, 2H), 3.80 (s, 2H), 3.17 (t, J=7.3 Hz, 2H), 2.39 (s, 6H), 1.81 (h, J=7.4 Hz,...